Dataset: the Open Reaction Database (ORD), a public repository of structured organic reaction records. Task: describe an organic reaction: reactants, conditions, products, and yield Starting materials: C1CCOC1, Cl, COCCOCOc1cc(NCc2ccc(F)cc2)ccc1C#N. Product: N#Cc1ccc(NCc2ccc(F)cc2)cc1O. As a reaction SMILES: [CH2:26]1[O:27][CH2:28][CH2:29][CH2:30]1.[ClH:25].[F:1][c:2]1[cH:3][cH:4][c:5]([CH2:6][NH:7][c:8]2[cH:9][c:10]([O:16][CH2:17][O:18][CH2:19][CH2:20][O:21][CH3:22])[c:11]([C:12]#[N:13])[cH:14][cH:15]2)[cH:23][cH:24]1>>[F:1][c:2]1[cH:3][cH:4][c:5]([CH2:6][NH:7][c:8]2[cH:9][c:10]([OH:16])[c:11]([C:12]#[N:13])[cH:14][cH:15]2)[cH:23][cH:24]1. Starting materials: C[Si](C)(C)[N-][Si](C)(C)C.[Li+] (lithium bis(trimethylsilyl)amide), C[Si](C)(C)CC(=O)OCC (ethyl trimethylsilylacetate), CN1C=NC=C1C(=O)C1=CC=C(C=C1)OC1OCCCC1 ((1-Methyl-1H-imidazol-5-yl)(4-(tetrahydro-2H-pyran-2-yloxy)phenyl)methanone). Solvent: C1CCOC1 (THF). Reaction conditions: temperature -45 celsius, time 20 minute. Yields the product CN1C=NC=C1C(=CC(=O)OCC)C1=CC=C(C=C1)OC1OCCCC1 (Ethyl 3-(1-methyl-1H-imidazol-5-yl)-3-(4-(tetrahydro-2H-pyran-2-yloxy)phenyl)acrylate). Isolated yield 118.4%. RXN SMILES: C[Si]([N-][Si](C)(C)C)(C)C.[Li+].C[Si]([CH2:15][C:16]([O:18][CH2:19][CH3:20])=[O:17])(C)C.[CH3:21][N:22]1[C:26]([C:27]([C:29]2[CH:34]=[CH:33][C:32]([O:35][CH:36]3[CH2:41][CH2:40][CH2:39][CH2:38][O:37]3)=[CH:31][CH:30]=2)=O)=[CH:25][N:24]=[CH:23]1>C1COCC1>[CH3:21][N:22]1[C:26]([C:27]([C:29]2[CH:30]=[CH:31][C:32]([O:35][CH:36]3[CH2:41][CH2:40][CH2:39][CH2:38][O:37]3)=[CH:33][CH:34]=2)=[CH:15][C:16]([O:18][CH2:19][CH3:20])=[O:17])=[CH:25][N:24]=[CH:23]1 |f:0.1|. Reported procedure: To a solution of lithium bis(trimethylsilyl)amide (6.8 mmol, 1 M in THF) was added ethyl trimethylsilylacetate (6.5 mmol) dropwise at −78° C. After 20 minutes at −78° C., a solution of 74.2 (5.9 mmol) in THF (20 mL) was added dropwise. The reaction was maintained at −78° C. for 3 hours and at −45° C. for 2 hours. The reaction was quenched with saturated NH4Cl (aq) at 0° C. and warmed to room temperature. The mixture was extracted with EtOAc (500 mL), dried over anhydrous sodium sulfate, filtered...